From a dataset of the Open Reaction Database (ORD), a public repository of structured organic reaction records. describe an organic reaction: reactants, conditions, products, and yield Starting materials: COC1=C(C=C2CCC(C2=C1)=O)N1CCOCC1 (6-methoxy-5-morpholino-2,3-dihydro-1H-inden-1-one), ClC=1C=C(C=O)C=CC1C(F)(F)F (3-chloro-4-(trifluoromethyl)benzaldehyde), CC=1C=CC(=CC1)S(=O)(=O)O (PTSA). The solvent is C(C)(=O)OCC (ethyl acetate), C1(=CC=CC=C1)C (toluene). Reaction conditions: temperature 120 celsius, time 6 hour. Product: ClC=1C=C(\C=C/2\C(C3=CC(=C(C=C3C2)N2CCOCC2)OC)=O)C=CC1C(F)(F)F ((E)-2-(3-chloro-4-(trifluoromethyl)benzylidene)-6-methoxy-5-morpholino-2,3-dihydro-1H-inden-1-one). As a reaction SMILES: [CH3:1][O:2][C:3]1[CH:11]=[C:10]2[C:6]([CH2:7][CH2:8][C:9]2=[O:12])=[CH:5][C:4]=1[N:13]1[CH2:18][CH2:17][O:16][CH2:15][CH2:14]1.[Cl:19][C:20]1[CH:21]=[C:22]([CH:25]=[CH:26][C:27]=1[C:28]([F:31])([F:30])[F:29])[CH:23]=O.CC1C=CC(S(O)(=O)=O)=CC=1>C1(C)C=CC=CC=1.C(OCC)(=O)C>[Cl:19][C:20]1[CH:21]=[C:22]([CH:25]=[CH:26][C:27]=1[C:28]([F:29])([F:30])[F:31])/[CH:23]=[C:8]1/[C:9](=[O:12])[C:10]2[C:6]([CH2:7]/1)=[CH:5][C:4]([N:13]1[CH2:14][CH2:15][O:16][CH2:17][CH2:18]1)=[C:3]([O:2][CH3:1])[CH:11]=2. Procedure: To a solution of 13 (550 mg, 2.226 mmol) in toluene 25 mL was added 3-chloro-4-(trifluoromethyl)benzaldehyde 90 (464.2 mg, 2.226 mmol). PTSA (846.7 mg, 4.452 mmol) was added to the reaction, and stirred at 120° C. for 6 h, then diluted with ethyl acetate and washed with water (3×25 mL). The organic layer was dried over sodium sulphate and concentrated to get the crude compound 91 which was purified through flash chromatography by using 100-200 mesh silica gel. The compound was eluted at 30% ethy... The reactants are [H-].[Na+] (NaH), N1C(COCC1)=O (morpholin-3-one), BrCC1=CC=C(C=C1)B1OC(C(O1)(C)C)(C)C (2-(4-bromomethyl-phenyl)-4,4,5,5-tetramethyl-[1,3,2]dioxaborolane). Run in C(Cl)Cl (DCM). Reaction conditions: time 16 hour. Product: CC1(OB(OC1(C)C)C1=CC=C(CN2C(COCC2)=O)C=C1)C (4-[4-(4,4,5,5-Tetramethyl-[1,3,2]dioxaborolan-2-yl)-benzyl]-morpholin-3-one). RXN SMILES: [H-].[Na+].[NH:3]1[CH2:8][CH2:7][O:6][CH2:5][C:4]1=[O:9].Br[CH2:11][C:12]1[CH:17]=[CH:16][C:15]([B:18]2[O:22][C:21]([CH3:24])([CH3:23])[C:20]([CH3:26])([CH3:25])[O:19]2)=[CH:14][CH:13]=1>C(Cl)Cl>[CH3:23][C:21]1([CH3:24])[C:20]([CH3:25])([CH3:26])[O:19][B:18]([C:15]2[CH:14]=[CH:13][C:12]([CH2:11][N:3]3[CH2:8][CH2:7][O:6][CH2:5][C:4]3=[O:9])=[CH:17][CH:16]=2)[O:22]1 |f:0.1|. Reported procedure: NaH (81 mg, 3 eq.) was added to a solution of morpholin-3-one in DCM. 2-(4-bromomethyl-phenyl)-4,4,5,5-tetramethyl-[1,3,2]dioxaborolane was added to the resulting solution and the reaction was stirred at room temperature for 16 hrs. DCM was evaporated, followed by addition of water. The solution was extracted with EtOAc. The organic layers were dried over MgSO4 and evaporated in vacuo to afford the title product used in the next step without further purification. The reactants are CC1Oc2cccc3nc4c(c(c23)NC1=O)CCCC4, CC(C)(C)[O-], CI, [K+], C1CCOC1. The product is CC1Oc2cccc3nc4c(c(c23)N(C)C1=O)CCCC4. Reaction SMILES: [CH3:1][CH:2]1[O:3][c:4]2[c:5]3[c:6]([c:10]4[c:15]([n:16][c:17]3[cH:18][cH:19][cH:20]2)[CH2:14][CH2:13][CH2:12][CH2:11]4)[NH:7][C:8]1=[O:9].[CH3:21][C:22]([CH3:23])([O-:24])[CH3:25].[CH3:27][I:28].[K+:26].[O:29]1[CH2:30][CH2:31][CH2:32][CH2:33]1>>[CH3:1][CH:2]1[O:3][c:4]2[c:5]3[c:6]([c:10]4[c:15]([n:16][c:17]3[cH:18][cH:19][cH:20]2)[CH2:14][CH2:13][CH2:12][CH2:11]4)[N:7]([CH3:21])[C:8]1=[O:9]. Reactants: Clc1cccc(Cl)c1OC1CCN(Cc2ccccc2)C1, O=C(Cl)Cl, c1ccccc1. Product: O=C(Cl)N1CCC(Oc2c(Cl)cccc2Cl)C1. RXN SMILES: [CH2:5]([c:6]1[cH:7][cH:8][cH:9][cH:10][cH:11]1)[N:12]1[CH2:13][CH:14]([O:17][c:18]2[c:19]([Cl:25])[cH:20][cH:21][cH:22][c:23]2[Cl:24])[CH2:15][CH2:16]1.[Cl:1][C:2]([Cl:3])=[O:4].[cH:26]1[cH:27][cH:28][cH:29][cH:30][cH:31]1>>[Cl:1][C:2](=[O:4])[N:12]1[CH2:13][CH:14]([O:17][c:18]2[c:19]([Cl:25])[cH:20][cH:21][cH:22][c:23]2[Cl:24])[CH2:15][CH2:16]1. The solvent is N1=CC=CC=C1 (pyridine). RXN SMILES: [Br:1][C:2]1[S:6][C:5]([CH:7]2[CH2:12][NH:11][CH2:10][CH2:9][NH:8]2)=[CH:4][CH:3]=1.Cl[C:14]1[CH:23]=[C:22]2[C:17]([C:18](=[O:29])[C:19]([C:26]([OH:28])=[O:27])=[CH:20][N:21]2[CH2:24][CH3:25])=[CH:16][C:15]=1[F:30]>N1C=CC=CC=1>[Br:1][C:2]1[S:6][C:5]([CH:7]2[NH:8][CH2:9][CH2:10][N:11]([C:14]3[CH:23]=[C:22]4[C:17]([C:18](=[O:29])[C:19]([C:26]([OH:28])=[O:27])=[CH:20][N:21]4[CH2:24][CH3:25])=[CH:16][C:15]=3[F:30])[CH2:12]2)=[CH:4][CH:3]=1. Starting materials: BrC1=CC=C(S1)C1NCCNC1 (2-(5-bromo-2-thienyl)piperazine), ClC1=C(C=C2C(C(=CN(C2=C1)CC)C(=O)O)=O)F (7-chloro-1-ethyl-6-fluoro-1,4-dihydro-4-oxo-3-quinolinecarboxylic acid). Product: BrC1=CC=C(S1)C1CN(CCN1)C1=C(C=C2C(C(=CN(C2=C1)CC)C(=O)O)=O)F (7-[3-(5-Bromo-2-thienyl)-1-piperazinyl]-1-ethyl-6-fluoro-1,4-dihydro-4-oxo-3-quinolinecarboxylic acid). Reported procedure: A 3 g portion of 2-(5-bromo-2-thienyl)piperazine was suspended in 8 ml of dry pyridine. An 820 mg portion of 7-chloro-1-ethyl-6-fluoro-1,4-dihydro-4-oxo-3-quinolinecarboxylic acid was added and the mixture was heated in a pressure bottle, under argon, at 120°-130° C. for 18 hours, then cooled, filtered and evaporated to dryness. The residue was evaporated from toluene and this residue purified by chromatography, eluting with chloroform:water saturated methanol (9:1). The appropriate fractions we...